From a dataset of the Open Reaction Database (ORD), a public repository of structured organic reaction records. describe an organic reaction: reactants, conditions, products, and yield Starting materials: Cc1c(C#N)cccc1C(=O)O, [Li]CCCC, CCCCCC, Clc1ccc(Br)cc1, Cl, [Li], C1CCOC1. The product is Cc1c(C(=O)O)cccc1C(=O)c1ccc(Cl)cc1. Reaction SMILES: [C:14](#[N:15])[c:16]1[c:17]([CH3:25])[c:18]([C:19](=[O:20])[OH:21])[cH:22][cH:23][cH:24]1.[CH2:9]([Li:10])[CH2:11][CH2:12][CH3:13].[CH3:33][CH2:34][CH2:35][CH2:36][CH2:37][CH3:38].[Cl:1][c:2]1[cH:3][cH:4][c:5]([Br:8])[cH:6][cH:7]1.[ClH:27].[Li:26].[O:28]1[CH2:29][CH2:30][CH2:31][CH2:32]1>>[Cl:1][c:2]1[cH:3][cH:4][c:5]([C:14]([c:16]2[c:17]([CH3:25])[c:18]([C:19](=[O:20])[OH:21])[cH:22][cH:23][cH:24]2)=[O:28])[cH:6][cH:7]1. Reactants: BrC=1SC(=C(N1)C=1C(=C(C=CC1F)N(S(=O)(=O)C1=C(C=CC(=C1)F)F)COC)F)C1=CC=NC=C1 (N-{3-[2-bromo-5-(pyridin-4-yl)-1,3-thiazol-4-yl]-2,4-difluorophenyl}-2,5-difluoro-N-(methoxymethyl)benzenesulfonamide), C1(CCCCC1)N (cyclohexylamine). Run in CC(=O)N(C)C (dimethylacetamide). Reaction conditions: temperature 110 celsius, time 16 hour. Yields the product C1(CCCCC1)NC=1SC(=C(N1)C=1C(=C(C=CC1F)N(S(=O)(=O)C1=C(C=CC(=C1)F)F)COC)F)C1=CC=NC=C1 (N-{3-[2-(cyclohexylamino)-5-(pyridin-4-yl)-1,3-thiazol-4-yl]-2,4-difluorophenyl}-2,5-difluoro-N-(methoxymethyl)benzenesulfonamide). As a reaction SMILES: Br[C:2]1[S:3][C:4]([C:30]2[CH:35]=[CH:34][N:33]=[CH:32][CH:31]=2)=[C:5]([C:7]2[C:8]([F:29])=[C:9]([N:14]([CH2:26][O:27][CH3:28])[S:15]([C:18]3[CH:23]=[C:22]([F:24])[CH:21]=[CH:20][C:19]=3[F:25])(=[O:17])=[O:16])[CH:10]=[CH:11][C:12]=2[F:13])[N:6]=1.[CH:36]1([NH2:42])[CH2:41][CH2:40][CH2:39][CH2:38][CH2:37]1>CC(N(C)C)=O>[CH:36]1([NH:42][C:2]2[S:3][C:4]([C:30]3[CH:35]=[CH:34][N:33]=[CH:32][CH:31]=3)=[C:5]([C:7]3[C:8]([F:29])=[C:9]([N:14]([CH2:26][O:27][CH3:28])[S:15]([C:18]4[CH:23]=[C:22]([F:24])[CH:21]=[CH:20][C:19]=4[F:25])(=[O:17])=[O:16])[CH:10]=[CH:11][C:12]=3[F:13])[N:6]=2)[CH2:41][CH2:40][CH2:39][CH2:38][CH2:37]1. Procedure details: N-{3-[2-bromo-5-(pyridin-4-yl)-1,3-thiazol-4-yl]-2,4-difluorophenyl}-2,5-difluoro-N-(methoxymethyl)benzenesulfonamide (prepared as described in Example 3, 50 mg, 0.09 mmol) was dissolved in 3 mL of dimethylacetamide and 74 μL (0.85 mmol) of cyclohexylamine were added. The mixture was stirred at 110° C. for 16 h. The solvent was evaporated under reduced pressure and the residue was taken up with DCM and washed with brine. The organic layer was dried over Na2SO4 and evaporated, giving N-{3-[2-(cyc... The reactants are COc1ccccc1C1(Cl)C(=O)Nc2ccc(Cl)cc21, O=C(O)C(F)(F)F, CN(C)C(=O)C(N)Cc1c[nH]c2ccccc12. Yields the product COc1ccccc1C1(NC(Cc2c[nH]c3ccccc23)C(=O)N(C)C)C(=O)Nc2ccc(Cl)cc21. Reaction SMILES: [Cl:1][C:2]1([c:13]2[c:14]([O:19][CH3:20])[cH:15][cH:16][cH:17][cH:18]2)[C:3](=[O:12])[NH:4][c:5]2[cH:6][cH:7][c:8]([Cl:11])[cH:9][c:10]21.[F:21][C:22]([F:23])([F:24])[C:25]([OH:26])=[O:27].[NH2:28][CH:29]([C:30](=[O:31])[N:32]([CH3:33])[CH3:34])[CH2:35][c:36]1[cH:37][nH:38][c:39]2[cH:40][cH:41][cH:42][cH:43][c:44]12>>[C:2]1([c:13]2[c:14]([O:19][CH3:20])[cH:15][cH:16][cH:17][cH:18]2)([NH:28][CH:29]([C:30](=[O:31])[N:32]([CH3:33])[CH3:34])[CH2:35][c:36]2[cH:37][nH:38][c:39]3[cH:40][cH:41][cH:42][cH:43][c:44]23)[C:3](=[O:12])[NH:4][c:5]2[cH:6][cH:7][c:8]([Cl:11])[cH:9][c:10]21. Reactants: O=C1CC2=C(N1)SC(=C2)C(=O)N (5,6-Dihydro-5-oxo-4H-thieno[2,3-b]pyrrole-2-carboxamide), ice water, N1C(=CC=C1)C=O (Pyrrole-2-carboxaldehyde). The solvent is N1CCCCC1 (piperidine), CC(C)O (2-propanol). Conditions: temperature 75 celsius. Product: O=C1\C(\C2=C(N1)SC(=C2)C(=O)N)=C/C=2NC=CC2 ((Z)-5,6-dihydro-5-oxo-4-[(1H-pyrrol-2-yl)methylene]-4H-thieno[2,3-b]pyrrole-2-carboxamide). The yield is 34.0%. As a reaction SMILES: [O:1]=[C:2]1[NH:6][C:5]2[S:7][C:8]([C:10]([NH2:12])=[O:11])=[CH:9][C:4]=2[CH2:3]1.[NH:13]1[CH:17]=[CH:16][CH:15]=[C:14]1[CH:18]=O>N1CCCCC1.CC(O)C>[O:1]=[C:2]1[NH:6][C:5]2[S:7][C:8]([C:10]([NH2:12])=[O:11])=[CH:9][C:4]=2/[C:3]/1=[CH:18]/[C:14]1[NH:13][CH:17]=[CH:16][CH:15]=1. Procedure: 5,6-Dihydro-5-oxo-4H-thieno[2,3-b]pyrrole-2-carboxamide (30 mg, 0.17 mmol) was dissolved in a solution of 1% piperidine in 2-propanol (2 ml). Pyrrole-2-carboxaldehyde (16 mg, 0.18 mmol) was added in one portion and the mixture heated at 75° C. for 1 hour. The reaction mixture was poured into an ice/water mixture (10 ml) and the precipitated solid was collected by filtration and washed with water to give 15 mg of (Z)-5,6-dihydro-5-oxo-4-[(1H-pyrrol-2-yl)methylene]-4H-thieno[2,3-b]pyrrole-2-carbox...